This data is from the Open Reaction Database (ORD), a public repository of structured organic reaction records. The task is: describe an organic reaction: reactants, conditions, products, and yield Reactants: C(C)(C)(C)C1=NN(C(=C1)NC(C(F)(F)F)=O)CC1CC1 (N-(3-tert-butyl-1-(cyclopropylmethyl)-1H-pyrazol-5-yl)-2,2,2-trifluoroacetamide), S(=O)(=O)(OC)OC (dimethyl sulfate). Solvent: C1(=CC=CC=C1)C (toluene). Product: C(C)(C)(C)C1=C/C(/N(N1C)CC1CC1)=N\C(C(F)(F)F)=O ((E)-N-(5-tert-butyl-2-(cyclopropylmethyl)-1-methyl-1H-pyrazol-3(2H)-ylidene)-2,2,2-trifluoroacetamide). Isolated yield 54.4%. As a reaction SMILES: [C:1]([C:5]1[CH:9]=[C:8]([NH:10][C:11](=[O:16])[C:12]([F:15])([F:14])[F:13])[N:7]([CH2:17][CH:18]2[CH2:20][CH2:19]2)[N:6]=1)([CH3:4])([CH3:3])[CH3:2].S(OC)(O[CH3:25])(=O)=O>C1(C)C=CC=CC=1>[C:1]([C:5]1[N:6]([CH3:25])[N:7]([CH2:17][CH:18]2[CH2:19][CH2:20]2)/[C:8](=[N:10]/[C:11](=[O:16])[C:12]([F:15])([F:14])[F:13])/[CH:9]=1)([CH3:4])([CH3:2])[CH3:3]. Reported procedure: A mixture of Example 27D (11.6 g, 40 mmol) and dimethyl sulfate (20.2 g, 160 mmol) in toluene (10 mL) was heated in a microwave at 150° C. for 30 min. The mixture was concentrated and purified by flash chromatography (silica gel, MeOH/Et3N (10:1)/EtOAc in 10-60% gradient) to yield 6.6 g (54.4%) of the title compound. 1H NMR (300 MHz, DMSO-d6) ppm 0.41-0.53 (m, 4H), 1.15-1.27 (m, 1H), 1.38 (s, 9H), 3.98 (s, 3H), 4.20 (d, J=7.12 Hz, 2H), 6.70 (s, 1H); MS (ESI) m/z 304 [M+H]+, 302 [M−H].